Dataset: the Open Reaction Database (ORD), a public repository of structured organic reaction records. Task: describe an organic reaction: reactants, conditions, products, and yield Reactants: CNC1CCCCC1 (N-methylcyclohexylamine), FC(C(=O)O)(F)F.BrC=1C=C(C(=O)O)C=C(C1)OCCNC1=CC=NC=C1 (3-bromo-5[-2-(pyridin-4-ylamino)-ethoxy]-benzoic acid trifluoroacetate salt), CN(C)C(=[N+](C)C)ON1C2=C(C=CC=C2)N=N1.[B-](F)(F)(F)F (TBTU), C=1C=CC2=C(C1)N=NN2O (HOBt), CCN(C(C)C)C(C)C (DIPEA). Run in CN(C)C=O (DMF). Conditions: time 18 hour. The product is FC(C(=O)O)(F)F.BrC=1C=C(C(=O)N(C)C2CCCCC2)C=C(C1)OCCNC1=CC=NC=C1 (3-Bromo-N-cyclohexyl-N-methyl-5-[2-(pyridin-4-ylamino)-ethoxy]-benzamide trifluoroacetate salt). Reaction SMILES: [F:1][C:2]([F:7])([F:6])[C:3]([OH:5])=[O:4].[Br:8][C:9]1[CH:10]=[C:11]([CH:15]=[C:16]([O:18][CH2:19][CH2:20][NH:21][C:22]2[CH:27]=[CH:26][N:25]=[CH:24][CH:23]=2)[CH:17]=1)[C:12]([OH:14])=O.CN(C(ON1N=NC2C=CC=CC1=2)=[N+](C)C)C.[B-](F)(F)(F)F.C1C=CC2N(O)N=NC=2C=1.CCN(C(C)C)C(C)C.[CH3:69][NH:70][CH:71]1[CH2:76][CH2:75][CH2:74][CH2:73][CH2:72]1>CN(C=O)C>[F:1][C:2]([F:7])([F:6])[C:3]([OH:5])=[O:4].[Br:8][C:9]1[CH:10]=[C:11]([CH:15]=[C:16]([O:18][CH2:19][CH2:20][NH:21][C:22]2[CH:27]=[CH:26][N:25]=[CH:24][CH:23]=2)[CH:17]=1)[C:12]([N:70]([CH:71]1[CH2:76][CH2:75][CH2:74][CH2:73][CH2:72]1)[CH3:69])=[O:14] |f:0.1,2.3,8.9|. Reported procedure: To a stirred solution of 3-bromo-5[-2-(pyridin-4-ylamino)-ethoxy]-benzoic acid trifluoroacetate salt (0.034 g), TBTU (0.048 g) and HOBt (0.014 g) in DMF (0.3 ml) was added DIPEA (0.026 ml) followed by N-methylcyclohexylamine (0.020 ml) after 15 min. The reaction mixture was stirred at room temperature for 18 h and then concentrated under reduced pressure. The residue was subjected to preparative hplc and the title compound (0.005 g) was obtained as a colourless gum by concentration of the requir... Starting materials: COc1cc2c(Cl)ncnc2cc1OCCCN1CCN(C)CC1, Nc1nc2ccc(NC(=O)Nc3ccc(Cl)c(C(F)(F)F)c3)cc2s1. Product: COc1cc2c(Nc3nc4ccc(NC(=O)Nc5ccc(Cl)c(C(F)(F)F)c5)cc4s3)ncnc2cc1OCCCN1CCN(C)CC1. As a reaction SMILES: [Cl:1][c:2]1[n:3][cH:4][n:5][c:6]2[cH:7][c:8]([O:14][CH2:15][CH2:16][CH2:17][N:18]3[CH2:19][CH2:20][N:21]([CH3:24])[CH2:22][CH2:23]3)[c:9]([O:12][CH3:13])[cH:10][c:11]12.[NH2:25][c:26]1[s:27][c:28]2[c:29]([n:30]1)[cH:31][cH:32][c:33]([NH:35][C:36](=[O:37])[NH:38][c:39]1[cH:40][c:41]([C:46]([F:47])([F:48])[F:49])[c:42]([Cl:45])[cH:43][cH:44]1)[cH:34]2>>[c:2]1([NH:25][c:26]2[s:27][c:28]3[c:29]([n:30]2)[cH:31][cH:32][c:33]([NH:35][C:36](=[O:37])[NH:38][c:39]2[cH:40][c:41]([C:46]([F:47])([F:48])[F:49])[c:42]([Cl:45])[cH:43][cH:44]2)[cH:34]3)[n:3][cH:4][n:5][c:6]2[cH:7][c:8]([O:14][CH2:15][CH2:16][CH2:17][N:18]3[CH2:19][CH2:20][N:21]([CH3:24])[CH2:22][CH2:23]3)[c:9]([O:12][CH3:13])[cH:10][c:11]12. Product: Cl.NCCC(O)P(O)(=O)CCCC (3-amino-1-hydroxy-propyl(n-butyl)phosphinic acid hydrochloride). The reactants are O (water), C(C1=CC=CC=C1)OC(=O)NCCC(O)P(OCC)(=O)CCCC (ethyl 3-(N-benzyloxycarbonylamino)-1-hydroxy-propyl(n-butyl)phosphinate), Cl (hydrochloric acid), C(C)O (ethanol). RXN SMILES: C(OC([NH:11][CH2:12][CH2:13][CH:14]([P:16]([CH2:21][CH2:22][CH2:23][CH3:24])(=[O:20])[O:17]CC)[OH:15])=O)C1C=CC=CC=1.O.C(O)C.[ClH:29]>>[ClH:29].[NH2:11][CH2:12][CH2:13][CH:14]([P:16]([CH2:21][CH2:22][CH2:23][CH3:24])(=[O:17])[OH:20])[OH:15] |f:4.5|. Procedure: A suspension of 1.3 g of ethyl 3-(N-benzyloxycarbonylamino)-1-hydroxy-propyl(n-butyl)phosphinate in 10 ml of concentrated aqueous hydrochloric acid is heated to reflux for 20 hours. The clear solution is cooled to room temperature and washed with 1×50 ml of dichloromethane and 1×50 ml of ether. Evaporation of the aqueous layer affords a solid which is co-evaporated with 5×50 ml of water and 5×50 ml of absolute ethanol. Drying of the solid and crystallisation from ethanol affords 3-amino-1-hydrox... Starting materials: O=C1N(c2cc(Cl)nc(Cl)c2)C(=O)C2(Cc3ccc(Br)cc3)CCCNN12, C1CCOC1, COC(=O)Cl, CN(C)c1ccncc1, CCOC(C)=O, CCN(C(C)C)C(C)C, O. Product: COC(=O)N1CCCC2(Cc3ccc(Br)cc3)C(=O)N(c3cc(Cl)nc(Cl)c3)C(=O)N12. As a reaction SMILES: [Br:1][c:2]1[cH:3][cH:4][c:5]([CH2:6][C:7]23[CH2:8][CH2:9][CH2:10][NH:11][N:12]2[C:13](=[O:25])[N:14]([c:17]2[cH:18][c:19]([Cl:24])[n:20][c:21]([Cl:23])[cH:22]2)[C:15]3=[O:16])[cH:26][cH:27]1.[CH2:43]1[O:44][CH2:45][CH2:46][CH2:47]1.[CH3:37][O:38][C:39](=[O:40])[Cl:41].[CH3:48][N:49]([c:50]1[cH:51][cH:52][n:53][cH:54][cH:55]1)[CH3:56].[CH3:57][CH2:58][O:59][C:60]([CH3:61])=[O:62].[CH:28]([N:29]([CH2:30][CH3:31])[CH:32]([CH3:33])[CH3:34])([CH3:35])[CH3:36].[OH2:42]>>[Br:1][c:2]1[cH:3][cH:4][c:5]([CH2:6][C:7]23[CH2:8][CH2:9][CH2:10][N:11]([C:39]([O:38][CH3:37])=[O:40])[N:12]2[C:13](=[O:25])[N:14]([c:17]2[cH:18][c:19]([Cl:24])[n:20][c:21]([Cl:23])[cH:22]2)[C:15]3=[O:16])[cH:26][cH:27]1. Starting materials: Nc1cc([N+](=O)[O-])ccc1Br, [Na+], [Na+], O=C([O-])[O-], [Pd], Cc1ccccc1B(O)O, c1ccc(P(c2ccccc2)c2ccccc2)cc1, c1ccc(P(c2ccccc2)c2ccccc2)cc1, c1ccc(P(c2ccccc2)c2ccccc2)cc1, c1ccc(P(c2ccccc2)c2ccccc2)cc1, c1ccccc1. Product: Cc1ccccc1-c1ccc([N+](=O)[O-])cc1N. Reaction SMILES: [Br:1][c:2]1[c:3]([NH2:4])[cH:5][c:6]([N+:9](=[O:10])[O-:11])[cH:7][cH:8]1.[Na+:12].[Na+:13].[O-:14][C:15](=[O:16])[O-:17].[Pd:28].[c:18]1([CH3:27])[c:19]([B:24]([OH:25])[OH:26])[cH:20][cH:21][cH:22][cH:23]1.[c:29]1([P:30]([c:31]2[cH:32][cH:33][cH:34][cH:35][cH:36]2)[c:37]2[cH:38][cH:39][cH:40][cH:41][cH:42]2)[cH:43][cH:44][cH:45][cH:46][cH:47]1.[c:48]1([P:49]([c:50]2[cH:51][cH:52][cH:53][cH:54][cH:55]2)[c:56]2[cH:57][cH:58][cH:59][cH:60][cH:61]2)[cH:62][cH:63][cH:64][cH:65][cH:66]1.[c:67]1([P:68]([c:69]2[cH:70][cH:71][cH:72][cH:73][cH:74]2)[c:75]2[cH:76][cH:77][cH:78][cH:79][cH:80]2)[cH:81][cH:82][cH:83][cH:84][cH:85]1.[c:86]1([P:87]([c:88]2[cH:89][cH:90][cH:91][cH:92][cH:93]2)[c:94]2[cH:95][cH:96][cH:97][cH:98][cH:99]2)[cH:100][cH:101][cH:102][cH:103][cH:104]1.[cH:105]1[cH:106][cH:107][cH:108][cH:109][cH:110]1>>[c:2]1(-[c:19]2[c:18]([CH3:27])[cH:23][cH:22][cH:21][cH:20]2)[c:3]([NH2:4])[cH:5][c:6]([N+:9](=[O:10])[O-:11])[cH:7][cH:8]1. The reactants are C(C)(=O)N1C(CC2=CC(=CC=C12)C(C)=O)=O (1,5-diacetyl-2-indolinone), C(C)(=O)OC(C)=O (acetic anhydride). Solvent: CCOC(C1=CC=CC=C1)(OCC)OCC (triethyl orthobenzoate), CCOC(C1=CC=CC=C1)(OCC)OCC (triethyl orthobenzoate). Conditions: time 24 hour. The product is C(C)(=O)N1C(C(C2=CC(=CC=C12)C(C)=O)=C(C1=CC=CC=C1)OCC)=O (1,5-diacetyl-3-(ethoxy-phenyl-methylidene)-2-indolinone). RXN SMILES: [C:1]([N:4]1[C:12]2[C:7](=[CH:8][C:9]([C:13](=[O:15])[CH3:14])=[CH:10][CH:11]=2)[CH2:6][C:5]1=[O:16])(=[O:3])[CH3:2].[C:17]([O:20][C:21](=O)[CH3:22])(=O)[CH3:18]>CCOC(OCC)(OCC)C1C=CC=CC=1>[C:1]([N:4]1[C:12]2[C:7](=[CH:8][C:9]([C:13](=[O:15])[CH3:14])=[CH:10][CH:11]=2)[C:6](=[C:17]([O:20][CH2:21][CH3:22])[C:18]2[CH:9]=[CH:8][CH:7]=[CH:6][CH:5]=2)[C:5]1=[O:16])(=[O:3])[CH3:2]. Reported procedure: 32.6 g (150 mmol) 1,5-diacetyl-2-indolinone are suspended in 100 ml triethyl orthobenzoate and stirred overnight with 150 ml acetic anhydride at 110° C. Then a further 50 ml triethyl orthobenzoate are added and the mixture is stirred for a further 24 h. Then it is evaporated down and the resulting precipitate is suction filtered, washed and dried.